Dataset: the Open Reaction Database (ORD), a public repository of structured organic reaction records. Task: describe an organic reaction: reactants, conditions, products, and yield Reactants: [Al+3], CCCCCCN1CC2C(C1=O)C2c1ccccc1, [H-], [H-], [H-], [H-], [Li+], C1CCOC1, O. Product: CCCCCCN1CC2C(C1)C2c1ccccc1. RXN SMILES: [Al+3:21].[CH2:1]([CH2:2][CH2:3][CH2:4][CH2:5][CH3:6])[N:7]1[C:8](=[O:19])[CH:9]2[CH:10]([c:13]3[cH:14][cH:15][cH:16][cH:17][cH:18]3)[CH:11]2[CH2:12]1.[H-:20].[H-:23].[H-:24].[H-:25].[Li+:22].[O:26]1[CH2:27][CH2:28][CH2:29][CH2:30]1.[OH2:31]>>[CH2:1]([CH2:2][CH2:3][CH2:4][CH2:5][CH3:6])[N:7]1[CH2:8][CH:9]2[CH:10]([c:13]3[cH:14][cH:15][cH:16][cH:17][cH:18]3)[CH:11]2[CH2:12]1. Starting materials: ClCCl, O=[Mn]=O, Cc1ccccc1-n1c(CO)cc2cccc(C)c2c1=O. Product: Cc1ccccc1-n1c(C=O)cc2cccc(C)c2c1=O. As a reaction SMILES: [Cl:22][CH2:23][Cl:24].[O:25]=[Mn:26]=[O:27].[OH:1][CH2:2][c:3]1[n:4](-[c:15]2[c:16]([CH3:21])[cH:17][cH:18][cH:19][cH:20]2)[c:5](=[O:14])[c:6]2[c:7]([CH3:13])[cH:8][cH:9][cH:10][c:11]2[cH:12]1>>[O:1]=[CH:2][c:3]1[n:4](-[c:15]2[c:16]([CH3:21])[cH:17][cH:18][cH:19][cH:20]2)[c:5](=[O:14])[c:6]2[c:7]([CH3:13])[cH:8][cH:9][cH:10][c:11]2[cH:12]1.